Task: describe an organic reaction: reactants, conditions, products, and yield. Dataset: the Open Reaction Database (ORD), a public repository of structured organic reaction records Starting materials: Fc1cccc(I)c1Br, C1CCOC1, CC(C)[N-]C(C)C, [Cl-], [Li+], [NH4+], CN(C)C=O. The product is O=Cc1ccc(I)c(Br)c1F. Reaction SMILES: [Br:1][c:2]1[c:3]([F:9])[cH:4][cH:5][cH:6][c:7]1[I:8].[CH2:25]1[O:26][CH2:27][CH2:28][CH2:29]1.[CH3:11][CH:12]([N-:13][CH:14]([CH3:15])[CH3:16])[CH3:17].[Cl-:23].[Li+:10].[NH4+:24].[O:18]=[CH:19][N:20]([CH3:21])[CH3:22]>>[Br:1][c:2]1[c:3]([F:9])[c:4]([CH:19]=[O:18])[cH:5][cH:6][c:7]1[I:8]. Starting materials: CCOC(C)=O, FC(F)(F)c1cc(CBr)cc(C(F)(F)F)c1, [H-], CC1NC(=O)OC1c1cc(C(F)(F)F)ccc1I, [Na+], CN(C)C=O, O. Yields the product CC1C(c2cc(C(F)(F)F)ccc2I)OC(=O)N1Cc1cc(C(F)(F)F)cc(C(F)(F)F)c1. Reaction SMILES: [CH3:42][CH2:43][O:44][C:45]([CH3:46])=[O:47].[F:21][C:22]([c:23]1[cH:24][c:25]([CH2:26][Br:27])[cH:28][c:29]([C:31]([F:32])([F:33])[F:34])[cH:30]1)([F:35])[F:36].[H-:19].[I:1][c:2]1[c:3]([CH:12]2[CH:13]([CH3:18])[NH:14][C:15](=[O:17])[O:16]2)[cH:4][c:5]([C:8]([F:9])([F:10])[F:11])[cH:6][cH:7]1.[Na+:20].[O:37]=[CH:38][N:39]([CH3:40])[CH3:41].[OH2:48]>>[I:1][c:2]1[c:3]([CH:12]2[CH:13]([CH3:18])[N:14]([CH2:26][c:25]3[cH:24][c:23]([C:22]([F:21])([F:35])[F:36])[cH:30][c:29]([C:31]([F:32])([F:33])[F:34])[cH:28]3)[C:15](=[O:17])[O:16]2)[cH:4][c:5]([C:8]([F:9])([F:10])[F:11])[cH:6][cH:7]1. The product is CCOC(=O)Cc1ccccc1-c1ccc(-c2onc(C)c2NC(=O)OC(C)c2ccccc2)cc1. The reactants are CCOC(=O)Cc1ccccc1B1OC(C)(C)C(C)(C)O1, Cc1noc(-c2ccc(Br)cc2)c1NC(=O)OC(C)c1ccccc1. RXN SMILES: [CH2:26]([CH3:27])[O:28][C:29]([CH2:30][c:31]1[c:32]([B:37]2[O:38][C:39]([CH3:40])([CH3:41])[C:42]([CH3:43])([CH3:44])[O:45]2)[cH:33][cH:34][cH:35][cH:36]1)=[O:46].[c:1]1([CH:7]([CH3:8])[O:9][C:10]([NH:11][c:12]2[c:13]([CH3:24])[n:14][o:15][c:16]2-[c:17]2[cH:18][cH:19][c:20]([Br:23])[cH:21][cH:22]2)=[O:25])[cH:2][cH:3][cH:4][cH:5][cH:6]1>>[c:1]1([CH:7]([CH3:8])[O:9][C:10]([NH:11][c:12]2[c:13]([CH3:24])[n:14][o:15][c:16]2-[c:17]2[cH:18][cH:19][c:20](-[c:32]3[c:31]([CH2:30][C:29]([O:28][CH2:26][CH3:27])=[O:46])[cH:36][cH:35][cH:34][cH:33]3)[cH:21][cH:22]2)=[O:25])[cH:2][cH:3][cH:4][cH:5][cH:6]1. The product is O=C(O)c1noc(=O)[nH]1. RXN SMILES: [CH3:15][OH:16].[ClH:14].[Na+:13].[O:1]=[c:2]1[nH:3][c:4]([C:7](=[O:8])[O:9][CH2:10][CH3:11])[n:5][o:6]1.[OH-:12]>>[O:1]=[c:2]1[nH:3][c:4]([C:7](=[O:8])[OH:9])[n:5][o:6]1. Starting materials: CO, Cl, [Na+], CCOC(=O)c1noc(=O)[nH]1, [OH-]. Starting materials: ClC1=CC=C2C(=N1)C=C(N2S(=O)(=O)C2=CC=CC=C2)C(=O)OCC (ethyl 5-chloro-1-(phenylsulfonyl)-1H-pyrrolo[3,2-b]pyridine-2-carboxylate), C1(=CC=CC=C1)C (toluene), N(NC(=O)OC(C)(C)C)C(=O)OC(C)(C)C (di-tert-butyl hydrazine-1,2-dicarboxylate), C(=O)([O-])[O-].[Cs+].[Cs+] (Cs2CO3). Reagents/catalysts: C1(CCCCC1)P(C1=C(C=CC=C1)C1=C(C=C(C=C1C(C)C)C(C)C)C(C)C)C1CCCCC1.NC1=C(C=CC=C1)C1=C(C=CC=C1)[Pd]Cl (dicyclohexyl(2′,4′,6′-triisopropylbiphenyl-2-yl)phosphine (2′-aminobiphenyl-2-yl)(chloro)palladium). Run at temperature 110 celsius, time 3.5 hour. Product: C(C)OC(=O)C1=CC2=NC(=CC=C2N1S(=O)(=O)C1=CC=CC=C1)N(NC(=O)OC(C)(C)C)C(=O)OC(C)(C)C (di-tert-butyl 1-[2-(ethoxycarbonyl)-1-(phenylsulfonyl)-1H-pyrrolo[3,2-b]pyridin-5-yl]hydrazine-1,2-dicarboxylate). RXN SMILES: Cl[C:2]1[N:7]=[C:6]2[CH:8]=[C:9]([C:20]([O:22][CH2:23][CH3:24])=[O:21])[N:10]([S:11]([C:14]3[CH:19]=[CH:18][CH:17]=[CH:16][CH:15]=3)(=[O:13])=[O:12])[C:5]2=[CH:4][CH:3]=1.[NH:25]([C:34]([O:36][C:37]([CH3:40])([CH3:39])[CH3:38])=[O:35])[NH:26][C:27]([O:29][C:30]([CH3:33])([CH3:32])[CH3:31])=[O:28].C([O-])([O-])=O.[Cs+].[Cs+].C1(C)C=CC=CC=1>C1(P(C2CCCCC2)C2C=CC=CC=2C2C(C(C)C)=CC(C(C)C)=CC=2C(C)C)CCCCC1.NC1C=CC=CC=1C1C=CC=CC=1[Pd]Cl>[CH2:23]([O:22][C:20]([C:9]1[N:10]([S:11]([C:14]2[CH:19]=[CH:18][CH:17]=[CH:16][CH:15]=2)(=[O:13])=[O:12])[C:5]2[C:6](=[N:7][C:2]([N:25]([C:34]([O:36][C:37]([CH3:40])([CH3:39])[CH3:38])=[O:35])[NH:26][C:27]([O:29][C:30]([CH3:31])([CH3:32])[CH3:33])=[O:28])=[CH:3][CH:4]=2)[CH:8]=1)=[O:21])[CH3:24] |f:2.3.4,6.7|. Procedure details: Ethyl 5-chloro-1-(phenylsulfonyl)-1H-pyrrolo[3,2-b]pyridine-2-carboxylate (1.80 g, 4.93 mmol, from Step 1), di-tert-butyl hydrazine-1,2-dicarboxylate (1.3 g, 5.4 mmol, Aldrich) and Cs2CO3 (1.6 g, 4.9 mmol, Aldrich) were combined in toluene (20 mL, 200 mmol) and dicyclohexyl(2′,4′,6′-triisopropylbiphenyl-2-yl)phosphine-(2′-aminobiphenyl-2-yl)(chloro)palladium (1:1) (0.39 g, 0.49 mmol, Aldrich) was added. The mixture was degassed by a stream of nitrogen through the solution for 10 minutes. The rea... Starting materials: CS(C)=O, CC(C)(C)[O-], Fc1ccc(-c2cc(C(F)(F)F)n[nH]2)cc1, [K+], NCCO, O. The product is NCCOc1ccc(-c2cc(C(F)(F)F)[nH]n2)cc1. Reaction SMILES: [CH3:28][S:29]([CH3:30])=[O:31].[CH3:5][C:6]([CH3:7])([O-:8])[CH3:9].[F:11][c:12]1[cH:13][cH:14][c:15](-[c:18]2[cH:19][c:20]([C:23]([F:24])([F:25])[F:26])[n:21][nH:22]2)[cH:16][cH:17]1.[K+:10].[NH2:1][CH2:2][CH2:3][OH:4].[OH2:27]>>[NH2:1][CH2:2][CH2:3][O:4][c:12]1[cH:13][cH:14][c:15](-[c:18]2[cH:19][c:20]([C:23]([F:24])([F:25])[F:26])[nH:21][n:22]2)[cH:16][cH:17]1.